This data is from the Open Reaction Database (ORD), a public repository of structured organic reaction records. The task is: describe an organic reaction: reactants, conditions, products, and yield Reactants: IC1=CC(N(C=C1)CCC(C(=O)NOC1OCCCC1)(S(=O)(=O)C)C)=O ((+/−)-4-(4-Iodo-2-oxopyridin-1(2H)-yl)-2-methyl-2-(methylsulfonyl)-N-(tetrahydro-2H-pyran-2-yloxy)butanamide), 2A, CC1(OB(OC1(C)C)C1=CC=C(C=C1)C1=CC=NC=C1)C (4-[4-(4,4,5,5-tetramethyl-1,3,2-dioxaborolan-2-yl)phenyl]pyridine). As a reaction SMILES: I[C:2]1[CH:7]=[CH:6][N:5]([CH2:8][CH2:9][C:10]([CH3:25])([S:21]([CH3:24])(=[O:23])=[O:22])[C:11]([NH:13][O:14]C2CCCCO2)=[O:12])[C:4](=[O:26])[CH:3]=1.CC1(C)C(C)(C)OB([C:35]2[CH:40]=[CH:39][C:38]([C:41]3[CH:46]=[CH:45][N:44]=[CH:43][CH:42]=3)=[CH:37][CH:36]=2)O1>>[OH:14][NH:13][C:11](=[O:12])[C:10]([CH3:25])([S:21]([CH3:24])(=[O:22])=[O:23])[CH2:9][CH2:8][N:5]1[CH:6]=[CH:7][C:2]([C:35]2[CH:36]=[CH:37][C:38]([C:41]3[CH:42]=[CH:43][N:44]=[CH:45][CH:46]=3)=[CH:39][CH:40]=2)=[CH:3][C:4]1=[O:26]. Reported procedure: (+/−)-4-(4-Iodo-2-oxopyridin-1(2H)-yl)-2-methyl-2-(methylsulfonyl)-N-(tetrahydro-2H-pyran-2-yloxy)butanamide, which may be prepared as in Preparation 2A and 4-[4-(4,4,5,5-tetramethyl-1,3,2-dioxaborolan-2-yl)phenyl]pyridine were converted to the title product following the general procedure outlined for (+/−)-4-[4-(1-benzofuran-2-yl)-2-oxopyridin-1(2H)-yl]-2-methyl-2-(methylsulfonyl)-N-(tetrahydro-2H-pyran-2-yloxy)butanamide in Example 33, Step A. The title compound was obtained as a white solid ... The product is ONC(C(CCN1C(C=C(C=C1)C1=CC=C(C=C1)C1=CC=NC=C1)=O)(S(=O)(=O)C)C)=O (N-Hydroxy-2-methyl-2-(methylsulfonyl)-4-[2-oxo-4-(4-pyridin-4-ylphenyl)pyridin-1(2H)-yl]butanamide). Reactants: C(C=C)(=O)OCC (Ethyl acrylate), ice water, ClC1=CC=C(C=C1)C1=NCC=2N(C3=C1C=C(S3)CC)C(=NN2)C (4-(4-Chlorophenyl)-2-ethyl-9-methyl-6H-thieno[3,2-f][1,2,4]triazolo[4,3-a][1,4]diazepine), [H-].[Na+] (sodium hydride), ice water. Solvent: C(OCC)(OCC)=O (diethyl carbonate). The product is ClC1=CC=C(C=C1)C1=NC(C=2N(C3=C1C=C(S3)CC)C(=NN2)C)(C(=O)OCC)CCC(=O)OCC ((±)-ethyl 3-(4-(4-chlorophenyl)-6-ethoxycarbonyl-2-ethyl-9-methyl-6H-thieno[3,2-f][1,2,4]triazolo[4,3-a][1,4]diazepin-6-yl)propionate). RXN SMILES: [Cl:1][C:2]1[CH:7]=[CH:6][C:5]([C:8]2[C:14]3[CH:15]=[C:16]([CH2:18][CH3:19])[S:17][C:13]=3[N:12]3[C:20]([CH3:23])=[N:21][N:22]=[C:11]3[CH2:10][N:9]=2)=[CH:4][CH:3]=1.[H-].[Na+].[C:26]([O:30][CH2:31][CH3:32])(=[O:29])[CH:27]=[CH2:28]>C(=O)(OCC)OCC>[Cl:1][C:2]1[CH:3]=[CH:4][C:5]([C:8]2[C:14]3[CH:15]=[C:16]([CH2:18][CH3:19])[S:17][C:13]=3[N:12]3[C:20]([CH3:23])=[N:21][N:22]=[C:11]3[C:10]([CH2:28][CH2:27][C:26]([O:30][CH2:31][CH3:32])=[O:29])([C:26]([O:30][CH2:31][CH3:32])=[O:29])[N:9]=2)=[CH:6][CH:7]=1 |f:1.2|. Procedure details: 4-(4-Chlorophenyl)-2-ethyl-9-methyl-6H-thieno[3,2-f][1,2,4]triazolo[4,3-a][1,4]diazepine (10 g) is dissolved in diethyl carbonate (150 ml) in a nitrogen stream, and 60% sodium hydride (2.0 g) is added with stirring at room temperature. The mixture is refluxed under heating for 2 hours and cooled to 50° C. with ice water. Ethyl acrylate (5.4 ml) is added. After stirring at 50° C. for 3 hours, the reaction mixture is poured into ice water (1 l) and extracted with ethyl acetate. The organic layer i... Starting materials: [BH4-], COc1cccc(C2(CC#N)CCCCC2=O)c1, CCO, [Na+]. Yields the product COc1cccc(C2(CC#N)CCCCC2O)c1. As a reaction SMILES: [BH4-:19].[CH3:1][O:2][c:3]1[cH:4][c:5]([C:9]2([CH2:16][C:17]#[N:18])[C:10](=[O:15])[CH2:11][CH2:12][CH2:13][CH2:14]2)[cH:6][cH:7][cH:8]1.[CH3:21][CH2:22][OH:23].[Na+:20]>>[CH3:1][O:2][c:3]1[cH:4][c:5]([C:9]2([CH2:16][C:17]#[N:18])[CH:10]([OH:15])[CH2:11][CH2:12][CH2:13][CH2:14]2)[cH:6][cH:7][cH:8]1. Starting materials: C12[C@H](CC(CC1)C2)NC2=C1C(=NC=C2[N+](=O)[O-])C=CS1 (N-[(2S)-bicyclo[2.2.1]hept-2-yl]-6-nitrothieno[3,2-b]pyridin-7-amine). The reagents and catalysts are [Pd] (palladium on carbon). Run in CO (methanol). Yields the product C12[C@H](CC(CC1)C2)NC2=C1C(=NC=C2N)C=CS1 (N7-[(2S)-Bicyclo[2.2.1]hept-2-yl]thieno[3,2-b]pyridine-6,7-diamine). Reaction SMILES: [CH:1]12[CH2:7][CH:4]([CH2:5][CH2:6]1)[CH2:3][C@@H:2]2[NH:8][C:9]1[C:14]([N+:15]([O-])=O)=[CH:13][N:12]=[C:11]2[CH:18]=[CH:19][S:20][C:10]=12>[Pd].CO>[CH:1]12[CH2:7][CH:4]([CH2:5][CH2:6]1)[CH2:3][C@@H:2]2[NH:8][C:9]1[C:14]([NH2:15])=[CH:13][N:12]=[C:11]2[CH:18]=[CH:19][S:20][C:10]=12. Procedure: A mixture of N-[(2S)-bicyclo[2.2.1]hept-2-yl]-6-nitrothieno[3,2-b]pyridin-7-amine (0.080 g, 0.28 mmol) and 10% palladium on carbon (0.03 g) in methanol (3 mL) was subjected to balloon pressure of H2 at room temperature for 1 h. The mixture was filtered and the filtrate concentrated to give the desired product, which was used directly in the next step without further purification. LCMS calculated for C14H18N3S (M+H)+: m/z=260.1. Found: 260.0.